This data is from the Open Reaction Database (ORD), a public repository of structured organic reaction records. The task is: describe an organic reaction: reactants, conditions, products, and yield Starting materials: CC(O)=S, Cc1ccccc1, OC1CCN(C(c2ccccc2)(c2ccccc2)c2ccccc2)CC1=Cc1ccccc1, CC(C)OC(=O)N=NC(=O)OC(C)C, C1CCOC1, c1ccc(P(c2ccccc2)c2ccccc2)cc1. The product is CC(=O)SC1CCN(C(c2ccccc2)(c2ccccc2)c2ccccc2)CC1=Cc1ccccc1. RXN SMILES: [C:67]([CH3:68])(=[S:69])[OH:70].[CH3:76][c:77]1[cH:78][cH:79][cH:80][cH:81][cH:82]1.[CH:34]([c:35]1[cH:36][cH:37][cH:38][cH:39][cH:40]1)=[C:41]1[CH2:42][N:43]([C:48]([c:49]2[cH:50][cH:51][cH:52][cH:53][cH:54]2)([c:55]2[cH:56][cH:57][cH:58][cH:59][cH:60]2)[c:61]2[cH:62][cH:63][cH:64][cH:65][cH:66]2)[CH2:44][CH2:45][CH:46]1[OH:47].[O:20]=[C:21]([O:22][CH:23]([CH3:24])[CH3:25])[N:26]=[N:27][C:28]([O:29][CH:30]([CH3:31])[CH3:32])=[O:33].[O:71]1[CH2:72][CH2:73][CH2:74][CH2:75]1.[c:1]1([P:2]([c:3]2[cH:4][cH:5][cH:6][cH:7][cH:8]2)[c:9]2[cH:10][cH:11][cH:12][cH:13][cH:14]2)[cH:15][cH:16][cH:17][cH:18][cH:19]1>>[CH:34]([c:35]1[cH:36][cH:37][cH:38][cH:39][cH:40]1)=[C:41]1[CH2:42][N:43]([C:48]([c:49]2[cH:50][cH:51][cH:52][cH:53][cH:54]2)([c:55]2[cH:56][cH:57][cH:58][cH:59][cH:60]2)[c:61]2[cH:62][cH:63][cH:64][cH:65][cH:66]2)[CH2:44][CH2:45][CH:46]1[S:69][C:67]([CH3:68])=[O:70]. Starting materials: C(C)(C)(C)OC(=O)N[C@@H](CCSC)C(=O)O (N-tert-butoxycarbonyl-L-methionine), NC1=C(C(=O)O)C(=CC=C1)C (2-amino-6-methylbenzoic acid), CN1CCOCC1 (N-methylmorpholine), CN1CCOCC1 (N-methylmorpholine), ClC(=O)OCC(C)C (isobutyl chloroformate), ( c ). Solvent: O1CCCC1 (tetrahydrofuran), CN(C=O)C (N,N-dimethylformamide). Conditions: time 20 minute. The product is CC1=CC=CC(=C1C(=O)O)NC([C@@H](NC(=O)OC(C)(C)C)CCSC)=O (6-methyl-2-[(N-tert-butoxycarbonyl-L-methionyl)amino]benzoic acid). The yield is 27.5%. RXN SMILES: [C:1]([O:5][C:6]([NH:8][C@H:9]([C:14]([OH:16])=O)[CH2:10][CH2:11][S:12][CH3:13])=[O:7])([CH3:4])([CH3:3])[CH3:2].CN1CCOCC1.ClC(OCC(C)C)=O.[NH2:32][C:33]1[CH:41]=[CH:40][CH:39]=[C:38]([CH3:42])[C:34]=1[C:35]([OH:37])=[O:36]>CN(C)C=O.O1CCCC1>[CH3:42][C:38]1[C:34]([C:35]([OH:37])=[O:36])=[C:33]([NH:32][C:14](=[O:16])[C@H:9]([CH2:10][CH2:11][S:12][CH3:13])[NH:8][C:6]([O:5][C:1]([CH3:2])([CH3:3])[CH3:4])=[O:7])[CH:41]=[CH:40][CH:39]=1. Reported procedure: After a tetrahydrofuran solution (12.4 ml) of N-tert-butoxycarbonyl-L-methionine (1.24 g) was cooled to -15° C., N-methylmorpholine (0.55 ml) and isobutyl chloroformate (0.60 ml) were added to the solution, and the mixture was stirred for 20 minutes. Subsequently, an N,N-dimethylformamide solution (8.27 ml) containing 2-amino-6-methylbenzoic acid (0.50 g) and N-methylmorpholine (0.44 ml) was added dropwise, and the mixture was stirred at -15° C. for 0.5 hour and then at room temperature overnigh... The reactants are CS(=O)(=O)Cl, CCN(C(C)C)C(C)C, ClCCl, N#Cc1cccc(COCCOc2ccc(CCO)cc2)c1. Product: CS(=O)(=O)OCCc1ccc(OCCOCc2cccc(C#N)c2)cc1. As a reaction SMILES: [CH3:32][S:33]([Cl:34])(=[O:35])=[O:36].[CH:23]([N:24]([CH:25]([CH3:26])[CH3:27])[CH2:28][CH3:29])([CH3:30])[CH3:31].[Cl:37][CH2:38][Cl:39].[OH:1][CH2:2][CH2:3][c:4]1[cH:5][cH:6][c:7]([O:8][CH2:9][CH2:10][O:11][CH2:12][c:13]2[cH:14][c:15]([C:16]#[N:17])[cH:18][cH:19][cH:20]2)[cH:21][cH:22]1>>[O:1]([CH2:2][CH2:3][c:4]1[cH:5][cH:6][c:7]([O:8][CH2:9][CH2:10][O:11][CH2:12][c:13]2[cH:14][c:15]([C:16]#[N:17])[cH:18][cH:19][cH:20]2)[cH:21][cH:22]1)[S:33]([CH3:32])(=[O:35])=[O:36].